Dataset: the Open Reaction Database (ORD), a public repository of structured organic reaction records. Task: describe an organic reaction: reactants, conditions, products, and yield Starting materials: CC=C(C)C, CC(C)(C)O, [O-][Cl+][O-], CC(C)(C)OC(=O)NC1CCC(c2cccc(F)c2F)Cn2c(C=O)cnc21, [Na+], [Na+], C1CCOC1, O, O=P([O-])(O)O. Yields the product CC(C)(C)OC(=O)NC1CCC(c2cccc(F)c2F)Cn2c(C(=O)O)cnc21. Reaction SMILES: [CH3:39][C:40](=[CH:41][CH3:42])[CH3:43].[CH3:50][C:51]([OH:52])([CH3:53])[CH3:54].[Cl+:7]([O-:8])[O-:9].[F:11][c:12]1[c:13]([CH:19]2[CH2:20][CH2:21][CH:22]([NH:31][C:32]([O:33][C:34]([CH3:35])([CH3:36])[CH3:37])=[O:38])[c:23]3[n:24]([c:26]([CH:29]=[O:30])[cH:27][n:28]3)[CH2:25]2)[cH:14][cH:15][cH:16][c:17]1[F:18].[Na+:10].[Na+:6].[O:44]1[CH2:45][CH2:46][CH2:47][CH2:48]1.[OH2:49].[P:1]([O-:2])([OH:3])([OH:4])=[O:5]>>[OH:8][C:29]([c:26]1[n:24]2[c:23]([n:28][cH:27]1)[CH:22]([NH:31][C:32]([O:33][C:34]([CH3:35])([CH3:36])[CH3:37])=[O:38])[CH2:21][CH2:20][CH:19]([c:13]1[c:12]([F:11])[c:17]([F:18])[cH:16][cH:15][cH:14]1)[CH2:25]2)=[O:30].